From a dataset of the Open Reaction Database (ORD), a public repository of structured organic reaction records. describe an organic reaction: reactants, conditions, products, and yield Reactants: CC#N, COCCc1nc(Cl)c(CO)n1Cc1ccc(N)cc1, O=C1OC(=O)c2ccccc21. Yields the product COCCc1nc(Cl)c(CO)n1Cc1ccc(NC(=O)c2ccccc2C(=O)O)cc1. As a reaction SMILES: [CH3:32][C:33]#[N:34].[NH2:1][c:2]1[cH:3][cH:4][c:5]([CH2:6][n:7]2[c:8]([CH2:15][CH2:16][O:17][CH3:18])[n:9][c:10]([Cl:14])[c:11]2[CH2:12][OH:13])[cH:19][cH:20]1.[O:21]=[C:22]1[O:23][C:24](=[O:25])[c:26]2[cH:27][cH:28][cH:29][cH:30][c:31]21>>[NH:1]([c:2]1[cH:3][cH:4][c:5]([CH2:6][n:7]2[c:8]([CH2:15][CH2:16][O:17][CH3:18])[n:9][c:10]([Cl:14])[c:11]2[CH2:12][OH:13])[cH:19][cH:20]1)[C:24](=[O:25])[c:26]1[cH:27][cH:28][cH:29][cH:30][c:31]1[C:22](=[O:21])[OH:23].